From a dataset of the Open Reaction Database (ORD), a public repository of structured organic reaction records. describe an organic reaction: reactants, conditions, products, and yield Reactants: CCN(C(C)C)C(C)C, COCC1OC(n2cnc3c(NCC(c4ccccc4)c4ccccc4)nc(COS(C)(=O)=O)nc32)C(O)C1O, CCO, ClCCl, CS(=O)(=O)NC1CCC(N)CC1. Yields the product COCC1OC(n2cnc3c(NCC(c4ccccc4)c4ccccc4)nc(CNC4CCC(NS(C)(=O)=O)CC4)nc32)C(O)C1O. RXN SMILES: [CH2:53]([N:54]([CH:55]([CH3:56])[CH3:57])[CH:58]([CH3:59])[CH3:60])[CH3:61].[CH3:13][S:14]([O:15][CH2:18][c:19]1[n:20][c:21]([NH:38][CH2:39][CH:40]([c:41]2[cH:42][cH:43][cH:44][cH:45][cH:46]2)[c:47]2[cH:48][cH:49][cH:50][cH:51][cH:52]2)[c:22]2[n:23][cH:24][n:25]([CH:28]3[O:29][CH:30]([CH2:35][O:36][CH3:37])[CH:31]([OH:34])[CH:32]3[OH:33])[c:26]2[n:27]1)(=[O:16])=[O:17].[CH3:62][CH2:63][OH:64].[Cl:65][CH2:66][Cl:67].[NH2:1][CH:2]1[CH2:3][CH2:4][CH:5]([NH:8][S:9](=[O:10])(=[O:11])[CH3:12])[CH2:6][CH2:7]1>>[NH:1]([CH:2]1[CH2:3][CH2:4][CH:5]([NH:8][S:9](=[O:10])(=[O:11])[CH3:12])[CH2:6][CH2:7]1)[CH2:18][c:19]1[n:20][c:21]([NH:38][CH2:39][CH:40]([c:41]2[cH:42][cH:43][cH:44][cH:45][cH:46]2)[c:47]2[cH:48][cH:49][cH:50][cH:51][cH:52]2)[c:22]2[n:23][cH:24][n:25]([CH:28]3[O:29][CH:30]([CH2:35][O:36][CH3:37])[CH:31]([OH:34])[CH:32]3[OH:33])[c:26]2[n:27]1.